This data is from the Open Reaction Database (ORD), a public repository of structured organic reaction records. The task is: describe an organic reaction: reactants, conditions, products, and yield Reactants: CCCCCCCc1ncc(CO)[nH]1, C1COCCO1, CCO, O=C1CCC(=O)N1Cl. The product is CCCCCCCc1nc(Cl)c(CO)[nH]1. RXN SMILES: [CH2:1]([CH2:2][CH2:3][CH2:4][CH2:5][CH2:6][CH3:7])[c:8]1[nH:9][c:10]([CH2:13][OH:14])[cH:11][n:12]1.[CH2:26]1[O:27][CH2:28][CH2:29][O:30][CH2:31]1.[CH3:23][CH2:24][OH:25].[Cl:15][N:16]1[C:17](=[O:18])[CH2:19][CH2:20][C:21]1=[O:22]>>[CH2:1]([CH2:2][CH2:3][CH2:4][CH2:5][CH2:6][CH3:7])[c:8]1[nH:9][c:10]([CH2:13][OH:14])[c:11]([Cl:15])[n:12]1. Reactants: COc1ccc(Br)cc1, CC(C)(C)OC(=O)N1CCC(C=O)CC1, C1CCOC1, [Li]CCCC, CN(C)CCN(C)C. The product is COc1ccc(C(O)C2CCN(C(=O)OC(C)(C)C)CC2)cc1. Reaction SMILES: [Br:1][c:2]1[cH:3][cH:4][c:5]([O:8][CH3:9])[cH:6][cH:7]1.[C:23]([CH3:24])([CH3:25])([CH3:26])[O:27][C:28](=[O:29])[N:30]1[CH2:31][CH2:32][CH:33]([CH:36]=[O:37])[CH2:34][CH2:35]1.[CH2:38]1[O:39][CH2:40][CH2:41][CH2:42]1.[CH3:10][CH2:11][CH2:12][CH2:13][Li:14].[CH3:15][N:16]([CH3:17])[CH2:18][CH2:19][N:20]([CH3:21])[CH3:22]>>[c:2]1([CH:36]([CH:33]2[CH2:32][CH2:31][N:30]([C:28]([O:27][C:23]([CH3:24])([CH3:25])[CH3:26])=[O:29])[CH2:35][CH2:34]2)[OH:37])[cH:3][cH:4][c:5]([O:8][CH3:9])[cH:6][cH:7]1. Reactants: O=C1C(CN(C1=O)C1=CC=CC=C1)CC(=O)OCC (Ethyl 4,5-dioxo-1-phenyl-3-pyrrolidineacetate), Cl.NO (hydroxylamine hydrochloride). The solvent is N1=CC=CC=C1 (pyridine). Reaction conditions: time 2 day. Product: ON=C1C(CN(C1=O)C1=CC=CC=C1)CC(=O)OCC (Ethyl 4-(hydroxyimino)-5-oxo-1-phenyl-3-pyrrolidineacetate). As a reaction SMILES: O=[C:2]1[C:6](=[O:7])[N:5]([C:8]2[CH:13]=[CH:12][CH:11]=[CH:10][CH:9]=2)[CH2:4][CH:3]1[CH2:14][C:15]([O:17][CH2:18][CH3:19])=[O:16].Cl.[NH2:21][OH:22]>N1C=CC=CC=1>[OH:22][N:21]=[C:2]1[C:6](=[O:7])[N:5]([C:8]2[CH:13]=[CH:12][CH:11]=[CH:10][CH:9]=2)[CH2:4][CH:3]1[CH2:14][C:15]([O:17][CH2:18][CH3:19])=[O:16] |f:1.2|. Reported procedure: A solution of product of Example 62 in pyridine is treated with an excess of hydroxylamine hydrochloride and the reaction is stirred at room temperature for 2 d. The solution is concentrated in vacuo and the residue is chromatographed on silica gel to give the title compound. The reactants are C(=O)([O-])[O-].[Na+].[Na+] (Na2CO3), C(C)(C)N1CCN(CC1)C1=NC=CN=C1 (4-Isopropyl-3,4,5,6-tetrahydro-2H-[1,2′]bipyrazinyl), BrN1C(CCC1=O)=O (N-bromosuccinimide), BrN1C(CCC1=O)=O (N-Bromosuccinimide). The solvent is ClCCl (dichloromethane). Run at time 8 hour. Yields the product BrC1N(CCN(C1)C1=NC=CN=C1)C(C)C (5-Bromo-4-isopropyl-3,4,5,6-tetrahydro-2H-[1,2]bipyrazinyl). As a reaction SMILES: [CH:1]([N:4]1[CH2:9][CH2:8][N:7]([C:10]2[CH:15]=[N:14][CH:13]=[CH:12][N:11]=2)[CH2:6][CH2:5]1)([CH3:3])[CH3:2].[Br:16]N1C(=O)CCC1=O.C([O-])([O-])=O.[Na+].[Na+]>ClCCl>[Br:16][CH:5]1[CH2:6][N:7]([C:10]2[CH:15]=[N:14][CH:13]=[CH:12][N:11]=2)[CH2:8][CH2:9][N:4]1[CH:1]([CH3:3])[CH3:2] |f:2.3.4|. Reported procedure: 4-Isopropyl-3,4,5,6-tetrahydro-2H-[1,2′]bipyrazinyl (1.0 g, 4.8 mmol) was dissolved in dichloromethane (30 mL) and the solution was placed on an ice-bath and brominated according to literature (Tetrahedron 44,10,1988, 2977-2984) in very bad yield. N-Bromosuccinimide (3.45 g, 19.4 mmol) was added slowly at 0° C. and then left overnight at rt. No reaction was observed. An additional 3.45 g of N-bromosuccinimide was added during 8 h, and then the reaction mixture was left at rt for 2 days. Aqueous ... Starting materials: ClC1=NC2=CC(=CC=C2C(=C1)C1=CC=C(C=C1)F)CN1N=NC(=C1)C(C(F)(F)F)(CC)O (2-(1-{[2-chloro-4-(4-fluorophenyl)quinolin-7-yl]methyl}-1H-1,2,3-triazol-4-yl)-1,1,1-trifluorobutan-2-ol). The solvent is C(C1=CC=CC=C1)N (benzylamine). Product: C(C1=CC=CC=C1)NC1=NC2=CC(=CC=C2C(=C1)C1=CC=C(C=C1)F)CN1N=NC(=C1)[C@](C(F)(F)F)(CC)O ((S)-2-(1-{[2-(benzylamino)-4-(4-fluorophenyl)quinolin-7-yl]methyl}-1H-1,2,3-triazol-4-yl)-1,1,1-trifluorobutan-2-ol). RXN SMILES: Cl[C:2]1[CH:11]=[C:10]([C:12]2[CH:17]=[CH:16][C:15]([F:18])=[CH:14][CH:13]=2)[C:9]2[C:4](=[CH:5][C:6]([CH2:19][N:20]3[CH:24]=[C:23]([C:25]([OH:32])([CH2:30][CH3:31])[C:26]([F:29])([F:28])[F:27])[N:22]=[N:21]3)=[CH:7][CH:8]=2)[N:3]=1>C(N)C1C=CC=CC=1>[CH2:19]([NH:20][C:2]1[CH:11]=[C:10]([C:12]2[CH:13]=[CH:14][C:15]([F:18])=[CH:16][CH:17]=2)[C:9]2[C:4](=[CH:5][C:6]([CH2:19][N:20]3[CH:24]=[C:23]([C@@:25]([OH:32])([CH2:30][CH3:31])[C:26]([F:29])([F:28])[F:27])[N:22]=[N:21]3)=[CH:7][CH:8]=2)[N:3]=1)[C:6]1[CH:7]=[CH:8][CH:9]=[CH:4][CH:5]=1. Reported procedure: A solution of 2-(1-{[2-chloro-4-(4-fluorophenyl)quinolin-7-yl]methyl}-1H-1,2,3-triazol-4-yl)-1,1,1-trifluorobutan-2-ol (100 mg, 0.22 mmol) in benzylamine (0.3 mL) was stirred at 125° C. for 6 h. The reaction was quenched with saturated aqueous NaHCO3 and extracted with EtOAc. The combined organic layers were washed with brine, dried over Na2SO4, filtered and concentrated under reduced pressure. Purification on silica gel (eluting with acetone/dichloromethane, 1:9) gave the title compound. MS (+E...